Dataset: the Open Reaction Database (ORD), a public repository of structured organic reaction records. Task: describe an organic reaction: reactants, conditions, products, and yield The reactants are CS(=O)(=O)OC(C1=C(C=CC=C1)OC)C=1C=NC(=CC1)NC(=O)C1(CC1)C1=CC2=C(OCO2)C=C1 ((6-(1-(benzo[d][1,3]dioxol-5-yl)cyclopropanecarboxamido)pyridin-3-yl)(2-methoxyphenyl)methyl methanesulfonate), N1CCCCC1 (piperidine), O1COC2=C1C=CC(=C2)C2(CC2)C(=O)NC2=NC=C(C=C2)C(C2=C(C=CC=C2)OC)N(C)C (1-(benzo[d][1,3]dioxol-5-yl)-N-(5-((dimethylamino)(2-methoxyphenyl)methyl)pyridin-2-yl)cyclopropanecarboxamide). Yields the product O1COC2=C1C=CC(=C2)C2(CC2)C(=O)NC2=NC=C(C=C2)C(C2=C(C=CC=C2)OC)N2[C@@H](CCC2)COC (1-(Benzo[d][1,3]dioxol-5-yl)-N-(5-(((S)-2-(methoxymethyl)pyrrolidin-1-yl)(2-methoxyphenyl)methyl)pyridin-2-yl)cyclopropanecarboxamide). As a reaction SMILES: CS(OC(C1C=NC(NC(C2(C3C=CC4OCOC=4C=3)CC2)=O)=CC=1)C1C=CC=C[C:8]=1[O:13][CH3:14])(=O)=O.N1CCC[CH2:38][CH2:37]1.[O:42]1[C:46]2[CH:47]=[CH:48][C:49]([C:51]3([C:54]([NH:56][C:57]4[CH:62]=[CH:61][C:60]([CH:63]([N:72]([CH3:74])[CH3:73])[C:64]5[CH:69]=[CH:68][CH:67]=[CH:66][C:65]=5[O:70][CH3:71])=[CH:59][N:58]=4)=[O:55])[CH2:53][CH2:52]3)=[CH:50][C:45]=2[O:44][CH2:43]1>>[O:42]1[C:46]2[CH:47]=[CH:48][C:49]([C:51]3([C:54]([NH:56][C:57]4[CH:62]=[CH:61][C:60]([CH:63]([N:72]5[CH2:73][CH2:38][CH2:37][C@H:74]5[CH2:8][O:13][CH3:14])[C:64]5[CH:69]=[CH:68][CH:67]=[CH:66][C:65]=5[O:70][CH3:71])=[CH:59][N:58]=4)=[O:55])[CH2:53][CH2:52]3)=[CH:50][C:45]=2[O:44][CH2:43]1. Reported procedure: 1-(Benzo[d][1,3]dioxol-5-yl)-N-(5-(((S)-2-(methoxymethyl)pyrrolidin-1-yl)(2-methoxyphenyl)methyl)pyridin-2-yl)cyclopropanecarboxamide was prepared from (6-(1-(benzo[d][1,3]dioxol-5-yl)cyclopropanecarboxamido)pyridin-3-yl)(2-methoxyphenyl)methyl methanesulfonate and piperidine in a manner analogous to that of 1-(benzo[d][1,3]dioxol-5-yl)-N-(5-((dimethylamino)(2-methoxyphenyl)methyl)pyridin-2-yl)cyclopropanecarboxamide. The reactants are C(C)(C)(C)OC(=O)N([C@H](CC1=CC=CC=C1)C(=O)O)C (N-Tert-butoxycarbonyl-N-methyl-D-phenylalanine), O.ON1N=NC2=C1C=CC=C2 (1-hydroxybenzotriazole hydrate), Cl.C(C)N=C=NCCCN(C)C (1-ethyl-3-(3-dimethylaminopropyl)carbodiimid hydrochloride), CN (Methylamine), solution. Run in O (water), C(Cl)Cl (Methylene chloride), CN(C=O)C (N,N-dimethylformamide), CO (methanol). Run at time 30 minute. The product is C(C)(C)(C)OC(N([C@H](CC1=CC=CC=C1)C(NC)=O)C)=O (N-methyl-N-((R)1-(methylcarbamoyl)-2-phenylethyl)carbamic acid tert-butyl ester). Yield: 108.0%. RXN SMILES: [C:1]([O:5][C:6]([N:8]([CH3:20])[C@@H:9]([C:17](O)=[O:18])[CH2:10][C:11]1[CH:16]=[CH:15][CH:14]=[CH:13][CH:12]=1)=[O:7])([CH3:4])([CH3:3])[CH3:2].O.O[N:23]1[C:27]2C=CC=CC=2N=N1.Cl.C(N=C=NCCCN(C)C)C.CN>CN(C)C=O.CO.O.C(Cl)Cl>[C:1]([O:5][C:6](=[O:7])[N:8]([CH3:20])[C@@H:9]([C:17](=[O:18])[NH:23][CH3:27])[CH2:10][C:11]1[CH:16]=[CH:15][CH:14]=[CH:13][CH:12]=1)([CH3:4])([CH3:3])[CH3:2] |f:1.2,3.4|. Procedure: N-Tert-butoxycarbonyl-N-methyl-D-phenylalanine (1.22 g, 4.4 mmol), 1-hydroxybenzotriazole hydrate(0.59 g, 4.4 mmol) and 1-ethyl-3-(3-dimethylaminopropyl)carbodiimid hydrochloride (0.88 g, 4.6 mmol) were dissolved in N,N-dimethylformamide (25 mL) and stirred for 30 min. Methylamine (0.51 g of a 40% solution in methanol, 6.6 mmol) was added and the mixture was stirred overnight. Methylene chloride (80 mL) and water (100 mL) were added and the phases were separated. The organic phase was washed wit...